describe an organic reaction: reactants, conditions, products, and yield From a dataset of the Open Reaction Database (ORD), a public repository of structured organic reaction records. Reactants: CC[SiH](CC)CC, CC[Si](O)(CC)CC, CCOCC, CCc1ccc(OC)cc1CC1CCN(CCc2cccc(OC)c2)CC1, COc1cccc(CCN2CCC(Cc3cc(OC)ccc3C(C)O)CC2)c1, CCOCC, CCOC(C)=O, ClCCl, Cl, [Na+], O=C(O)C(F)(F)F, O=C([O-])O. The product is CCc1ccc(OC)cc1CC1CCN(CCc2cccc(OC)c2)CC1, Cl. As a reaction SMILES: [CH2:36]([SiH:37]([CH2:38][CH3:39])[CH2:40][CH3:41])[CH3:42].[CH2:75]([Si:76]([CH2:77][CH3:78])([CH2:79][CH3:80])[OH:81])[CH3:82].[CH2:83]([O:84][CH2:85][CH3:86])[CH3:87].[CH3:48][O:49][c:50]1[cH:51][c:52]([CH2:53][CH2:54][N:55]2[CH2:56][CH2:57][CH:58]([CH2:59][c:60]3[cH:61][c:62]([O:63][CH3:64])[cH:65][cH:66][c:67]3[CH2:68][CH3:69])[CH2:70][CH2:71]2)[cH:72][cH:73][cH:74]1.[CH3:8][O:9][c:10]1[cH:11][c:12]([CH2:16][CH2:17][N:18]2[CH2:19][CH2:20][CH:21]([CH2:24][c:25]3[c:26]([CH:33]([CH3:34])[OH:35])[cH:27][cH:28][c:29]([O:31][CH3:32])[cH:30]3)[CH2:22][CH2:23]2)[cH:13][cH:14][cH:15]1.[CH3:92][CH2:93][O:94][CH2:95][CH3:96].[CH3:97][CH2:98][O:99][C:100](=[O:101])[CH3:102].[Cl:89][CH2:90][Cl:91].[ClH:88].[Na+:43].[OH:1][C:2]([C:3]([F:4])([F:5])[F:6])=[O:7].[OH:44][C:45](=[O:46])[O-:47]>>[CH3:8][O:9][c:10]1[cH:11][c:12]([CH2:16][CH2:17][N:18]2[CH2:19][CH2:20][CH:21]([CH2:24][c:25]3[c:26]([CH2:33][CH3:34])[cH:27][cH:28][c:29]([O:31][CH3:32])[cH:30]3)[CH2:22][CH2:23]2)[cH:13][cH:14][cH:15]1.[ClH:88]. The reactants are CCOC(=O)CCCc1ccc(Nc2cc(-c3cc(Cl)ccc3OCC)nc(N)n2)cc1, CCOC(C)=O, CCO, [Cl-], Cl, [Na+], [Na+], [OH-]. Yields the product CCOc1ccc(Cl)cc1-c1cc(Nc2ccc(CCCC(=O)O)cc2)nc(N)n1. As a reaction SMILES: [CH2:1]([CH3:2])[O:3][C:4]([CH2:5][CH2:6][CH2:7][c:8]1[cH:9][cH:10][c:11]([NH:14][c:15]2[n:16][c:17]([NH2:31])[n:18][c:19](-[c:21]3[c:22]([O:28][CH2:29][CH3:30])[cH:23][cH:24][c:25]([Cl:27])[cH:26]3)[cH:20]2)[cH:12][cH:13]1)=[O:32].[CH3:38][CH2:39][O:40][C:41](=[O:42])[CH3:43].[CH3:44][CH2:45][OH:46].[Cl-:36].[ClH:37].[Na+:34].[Na+:35].[OH-:33]>>[O:3]=[C:4]([CH2:5][CH2:6][CH2:7][c:8]1[cH:9][cH:10][c:11]([NH:14][c:15]2[n:16][c:17]([NH2:31])[n:18][c:19](-[c:21]3[c:22]([O:28][CH2:29][CH3:30])[cH:23][cH:24][c:25]([Cl:27])[cH:26]3)[cH:20]2)[cH:12][cH:13]1)[OH:32]. Product: S(C#N)C1=CC2=C(N=C(S2)NC(=O)NCCN2CCN(CC2)C)C=C1 (1-(6-thiocyanato-1,3-benzothiazol-2-yl)-3-[2-(4-methylpiperazin-1-yl)ethyl]urea). Reaction SMILES: [S:1]([C:4]1[CH:22]=[CH:21][C:7]2[N:8]=[C:9]([NH:11][C:12](=[O:20])OC3C=CC=CC=3)[S:10][C:6]=2[CH:5]=1)[C:2]#[N:3].[CH3:23][N:24]1[CH2:29][CH2:28][N:27]([CH2:30][CH2:31][NH2:32])[CH2:26][CH2:25]1>>[S:1]([C:4]1[CH:22]=[CH:21][C:7]2[N:8]=[C:9]([NH:11][C:12]([NH:32][CH2:31][CH2:30][N:27]3[CH2:28][CH2:29][N:24]([CH3:23])[CH2:25][CH2:26]3)=[O:20])[S:10][C:6]=2[CH:5]=1)[C:2]#[N:3]. Procedure: The 1-(6-thiocyanato-1,3-benzothiazol-2-yl)-3-[2-(4-methylpiperazin-1-yl)ethyl]urea was prepared according to the method described in Example 9c, but using 982 mg of phenyl (6-thiocyanato-1,3-benzothiazol-2-yl)carbamate and 473 mg of 2-(4-methylpiperazin-1-yl)ethylamine. The residue obtained is chromatographed on a Merck cartridge (25 g of silica 15-40 μm), elution being carried out with a 90/10 mixture of dichloromethane/methanol. 1.13 g of 1-(6-thiocyanato-1,3-benzothiazol-2-yl)-3-[2-(4-methyl... Reactants: S(C#N)C1=CC2=C(N=C(S2)NC(OC2=CC=CC=C2)=O)C=C1 (phenyl (6-thiocyanato-1,3-benzothiazol-2-yl)carbamate), CN1CCN(CC1)CCN (2-(4-methylpiperazin-1-yl)ethylamine). Starting materials: C(C)(=O)OC=1C=C(C(=O)NC2=CC=C(C(=O)N3CCCC4=CC=CC=C34)C=C2)C=CC1 (1-[4-(3-acetyloxybenzoylamino)benzoyl]-1,2,3,4-tetrahydroquinoline), [OH-].[Na+] (sodium hydroxide). Solvent: CO (methanol). Run at time 8 hour. Yields the product OC=1C=C(C(=O)NC2=CC=C(C(=O)N3CCCC4=CC=CC=C34)C=C2)C=CC1 (1-[4-(3-hydroxybenzoylamino)benzoyl]-1,2,3,4-tetrahydroquinoline). Yield: 90.5%. As a reaction SMILES: C([O:4][C:5]1[CH:6]=[C:7]([CH:29]=[CH:30][CH:31]=1)[C:8]([NH:10][C:11]1[CH:28]=[CH:27][C:14]([C:15]([N:17]2[C:26]3[C:21](=[CH:22][CH:23]=[CH:24][CH:25]=3)[CH2:20][CH2:19][CH2:18]2)=[O:16])=[CH:13][CH:12]=1)=[O:9])(=O)C.[OH-].[Na+]>CO>[OH:4][C:5]1[CH:6]=[C:7]([CH:29]=[CH:30][CH:31]=1)[C:8]([NH:10][C:11]1[CH:28]=[CH:27][C:14]([C:15]([N:17]2[C:26]3[C:21](=[CH:22][CH:23]=[CH:24][CH:25]=3)[CH2:20][CH2:19][CH2:18]2)=[O:16])=[CH:13][CH:12]=1)=[O:9] |f:1.2|. Reported procedure: To a solution of 1-[4-(3-acetyloxybenzoylamino)benzoyl]-1,2,3,4-tetrahydroquinoline (1.5 g) in methanol (20 ml) is added 5% aqueous sodium hydroxide solution (10 ml) and the mixture is stirred at room temperature overnight. Methanol is distilled off under reduced pressure and the resulting residue is acidified with diluted aqueous hydrochloric acid solution. The precipitated crystal is collected by filtration and recrystallized from methanol to give 1-[4-(3-hydroxybenzoylamino)benzoyl]-1,2,3,4-t... Reactants: Cc1ccccc1, N#CC(c1ccc(F)cc1)c1cc(Cl)c(N)cc1Cl, O=C=NC(=O)c1c(F)cccc1F. Yields the product N#CC(c1ccc(F)cc1)c1cc(Cl)c(NC(=O)NC(=O)c2c(F)cccc2F)cc1Cl. Reaction SMILES: [CH3:33][c:34]1[cH:35][cH:36][cH:37][cH:38][cH:39]1.[Cl:1][c:2]1[c:3]([NH2:4])[cH:5][c:6]([Cl:19])[c:7]([CH:9]([c:10]2[cH:11][cH:12][c:13]([F:16])[cH:14][cH:15]2)[C:17]#[N:18])[cH:8]1.[F:20][c:21]1[c:22]([C:23](=[O:24])[N:25]=[C:26]=[O:27])[c:28]([F:32])[cH:29][cH:30][cH:31]1>>[Cl:1][c:2]1[c:3]([NH:4][C:26]([NH:25][C:23]([c:22]2[c:21]([F:20])[cH:31][cH:30][cH:29][c:28]2[F:32])=[O:24])=[O:27])[cH:5][c:6]([Cl:19])[c:7]([CH:9]([c:10]2[cH:11][cH:12][c:13]([F:16])[cH:14][cH:15]2)[C:17]#[N:18])[cH:8]1.